From a dataset of the Open Reaction Database (ORD), a public repository of structured organic reaction records. describe an organic reaction: reactants, conditions, products, and yield The reactants are C1CNCCN1, CSC1=Nc2ccc(S(C)(=O)=O)cc2Nc2cscc21, CC(=O)O, O. The product is CS(=O)(=O)c1ccc2c(c1)Nc1cscc1C(N1CCNCC1)=N2. Reaction SMILES: [CH2:22]1[CH2:23][NH:24][CH2:25][CH2:26][NH:27]1.[CH3:1][S:2](=[O:3])(=[O:4])[c:5]1[cH:6][c:7]2[c:8]([cH:19][cH:20]1)[N:9]=[C:10]([S:17][CH3:18])[c:11]1[c:12]([cH:14][s:15][cH:16]1)[NH:13]2.[CH3:28][C:29](=[O:30])[OH:31].[OH2:21]>>[CH3:1][S:2](=[O:3])(=[O:4])[c:5]1[cH:6][c:7]2[c:8]([cH:19][cH:20]1)[N:9]=[C:10]([N:24]1[CH2:23][CH2:22][NH:27][CH2:26][CH2:25]1)[c:11]1[c:12]([cH:14][s:15][cH:16]1)[NH:13]2. Reactants: C(C)(=O)OC(CC(=O)O)C(=O)OC (3-(acetyloxy)-4-methoxy-4-oxobutanoic acid), C(CC(O)(C(=O)O)CC(=O)O)(=O)O (citric acid). Run in O1CCCC1 (tetrahydrofuran). Reaction conditions: time 24 hour. The product is C(C)(=O)OC(C(=O)OC)CCO (methyl 2-(acetyloxy)-4-hydroxybutanoate). The yield is 103.9%. Reaction SMILES: [C:1]([O:4][CH:5]([C:10]([O:12][CH3:13])=[O:11])[CH2:6][C:7](O)=[O:8])(=[O:3])[CH3:2].C(O)(=O)CC(CC(O)=O)(C(O)=O)O>O1CCCC1>[C:1]([O:4][CH:5]([CH2:6][CH2:7][OH:8])[C:10]([O:12][CH3:13])=[O:11])(=[O:3])[CH3:2]. Procedure: 5 g of dl-maleic acid was dissolved in 20 ml of acetyl chloride, and stirred under heat at 45° C. for 3 hours. Acetyl chloride was evaporated away under reduced pressure, the resulting crude product was dissolved in 30 ml of methanol, and stirred overnight. The solvent was evaporated away under reduced pressure to obtain 5.3 g of 3-(acetyloxy)-4-methoxy-4-oxobutanoic acid as a pale yellow oil. In an ice bath, 10 ml of borane-dimethylsulfide complex (10 M) was added to a tetrahydrofuran (25 ml) s... Starting materials: ClC1=CC(=NC=2N1N=CC2)N (7-Chloropyrazolo[1,5-a]pyrimidin-5-amine), B(C=1C=CC(=CC1)C)(O)O (p-tolylboronic acid). The product is C1(=CC=C(C=C1)C1=CC(=NC=2N1N=CC2)N)C (7-p-tolylpyrazolo[1,5-a]pyrimidin-5-amine). Reaction SMILES: Cl[C:2]1[N:7]2[N:8]=[CH:9][CH:10]=[C:6]2[N:5]=[C:4]([NH2:11])[CH:3]=1.B(O)(O)[C:13]1[CH:14]=[CH:15][C:16]([CH3:19])=[CH:17][CH:18]=1>>[C:16]1([CH3:19])[CH:17]=[CH:18][C:13]([C:2]2[N:7]3[N:8]=[CH:9][CH:10]=[C:6]3[N:5]=[C:4]([NH2:11])[CH:3]=2)=[CH:14][CH:15]=1. Reported procedure: The titled compound was prepared using a procedure analogous to that described in connection with Example 15 except that 7-chloropyrazolo[1,5-a]pyrimidin-5-amine (1E) and p-tolylboronic acid were used as starting materials. 1H NMR (400 MHz, CHLOROFORM-d) δ 2.44 (s, 3H), 4.82 (s, 2H), 6.16 (s, 1H), 6.20 (d, J=2.0 Hz, 1H), 7.34 (d, J=8.1 Hz, 2H), 7.81 (d, J=8.1 Hz, 2H), 7.91 (d, J=2.0 Hz, 1H). Reactants: C1(C=2C(C(N1)=O)=CC=CC2)=O.[K] (potassium phthalimide), BrCC1=C(C=C(C#N)C=C1)OC (4-bromomethyl-3-methoxybenzonitrile), O (water). Run in CN(C)C=O (DMF). Run at time 1 hour. Product: C1(C=2C(C(N1CC1=C(C=C(C#N)C=C1)OC)=O)=CC=CC2)=O (4-Phthalimidomethyl-3-methoxybenzonitrile). As a reaction SMILES: Br[CH2:2][C:3]1[CH:10]=[CH:9][C:6]([C:7]#[N:8])=[CH:5][C:4]=1[O:11][CH3:12].[C:13]1(=[O:23])[NH:17][C:16](=[O:18])[C:15]2=[CH:19][CH:20]=[CH:21][CH:22]=[C:14]12.[K].O>CN(C=O)C>[C:13]1(=[O:23])[N:17]([CH2:2][C:3]2[CH:10]=[CH:9][C:6]([C:7]#[N:8])=[CH:5][C:4]=2[O:11][CH3:12])[C:16](=[O:18])[C:15]2=[CH:19][CH:20]=[CH:21][CH:22]=[C:14]12 |f:1.2,^1:23|. Reported procedure: 24.4 g (108 mol [sic]) of 4-bromomethyl-3-methoxybenzonitrile, dissolved in 125 ml of DMF, and 20.0 g of potassium phthalimide were stirred at room temperature for 24 h and then at 50° C. for 1 h. The mixture was poured into water, whereupon the product precipitated as solid. 21.5 g (68%) were obtained. 1H-NMR (DMSO-d6 ; δ in ppm): 7.9 (m, 4H); 7.5 (d, 1H); 7.35-7.25 (m, 2H); 7.78 (s, 2H); 3.92 (s, 3H) Reactants: CCOC(=O)C(Cc1ccc2c(c1)CCCC2)(NC(C)=O)C(=O)[O-], Cc1ccccc1. Product: CCOC(=O)C(Cc1ccc2c(c1)CCCC2)NC(C)=O. RXN SMILES: [C:1]([CH3:2])(=[O:3])[NH:4][C:5]([C:6](=[O:7])[O:8][CH2:9][CH3:10])([C:11]([O-:12])=[O:13])[CH2:14][c:15]1[cH:16][c:17]2[c:22]([cH:23][cH:24]1)[CH2:21][CH2:20][CH2:19][CH2:18]2.[CH3:25][c:26]1[cH:27][cH:28][cH:29][cH:30][cH:31]1>>[C:1]([CH3:2])(=[O:3])[NH:4][CH:5]([C:6](=[O:7])[O:8][CH2:9][CH3:10])[CH2:14][c:15]1[cH:16][c:17]2[c:22]([cH:23][cH:24]1)[CH2:21][CH2:20][CH2:19][CH2:18]2. Starting materials: ClCCl, ClC(Cl)Cl, CCSc1ncc(C(=O)c2cc(C)ccc2OC)c(N)n1, O=C(OO)c1cccc(Cl)c1. The product is CCS(=O)c1ncc(C(=O)c2cc(C)ccc2OC)c(N)n1. Reaction SMILES: [CH2:37]([Cl:38])[Cl:39].[CH:33]([Cl:34])([Cl:35])[Cl:36].[NH2:1][c:2]1[n:3][c:4]([S:19][CH2:20][CH3:21])[n:5][cH:6][c:7]1[C:8](=[O:9])[c:10]1[c:11]([O:17][CH3:18])[cH:12][cH:13][c:14]([CH3:16])[cH:15]1.[OH:22][O:23][C:24]([c:25]1[cH:26][c:27]([Cl:28])[cH:29][cH:30][cH:31]1)=[O:32]>>[NH2:1][c:2]1[n:3][c:4]([S:19]([CH2:20][CH3:21])=[O:22])[n:5][cH:6][c:7]1[C:8](=[O:9])[c:10]1[c:11]([O:17][CH3:18])[cH:12][cH:13][c:14]([CH3:16])[cH:15]1. The reactants are ClCCCl, CO, CN(C)c1ccncc1, O=C(O)CCC(NC(=O)c1cc(OCC(=O)N2CCCC2C(=O)NC2CCC2)n(-c2ccccc2)n1)C(=O)N1CCN(C(=O)OC2CCC2)CC1, CN(C)C=O. Product: COC(=O)CCC(NC(=O)c1cc(OCC(=O)N2CCCC2C(=O)NC2CCC2)n(-c2ccccc2)n1)C(=O)N1CCN(C(=O)OC2CCC2)CC1. Reaction SMILES: [CH2:52]([Cl:53])[CH2:54][Cl:55].[CH3:56][OH:57].[CH3:63][N:64]([c:65]1[cH:66][cH:67][n:68][cH:69][cH:70]1)[CH3:71].[CH:1]1([O:5][C:6](=[O:7])[N:8]2[CH2:9][CH2:10][N:11]([C:14]([CH:15]([CH2:16][CH2:17][C:18](=[O:19])[OH:20])[NH:21][C:22](=[O:23])[c:24]3[n:25][n:26](-[c:45]4[cH:46][cH:47][cH:48][cH:49][cH:50]4)[c:27]([O:29][CH2:30][C:31](=[O:32])[N:33]4[CH:34]([C:38]([NH:39][CH:40]5[CH2:41][CH2:42][CH2:43]5)=[O:44])[CH2:35][CH2:36][CH2:37]4)[cH:28]3)=[O:51])[CH2:12][CH2:13]2)[CH2:2][CH2:3][CH2:4]1.[O:58]=[CH:59][N:60]([CH3:61])[CH3:62]>>[CH:1]1([O:5][C:6](=[O:7])[N:8]2[CH2:9][CH2:10][N:11]([C:14]([CH:15]([CH2:16][CH2:17][C:18](=[O:19])[O:20][CH3:52])[NH:21][C:22](=[O:23])[c:24]3[n:25][n:26](-[c:45]4[cH:46][cH:47][cH:48][cH:49][cH:50]4)[c:27]([O:29][CH2:30][C:31](=[O:32])[N:33]4[CH:34]([C:38]([NH:39][CH:40]5[CH2:41][CH2:42][CH2:43]5)=[O:44])[CH2:35][CH2:36][CH2:37]4)[cH:28]3)=[O:51])[CH2:12][CH2:13]2)[CH2:2][CH2:3][CH2:4]1. Reactants: CC(C)(C)OC(=O)CON=C(C(=O)O)c1csc(N)n1, O=C([O-])[O-], CCOC(C)=O, Cl, [K+], [K+], CC(C)(C)ON=O, C1CCOC1, O. Product: CC(C)(C)OC(=O)CON=C(C(=O)O)c1cscn1. RXN SMILES: [C:1]([CH3:2])([CH3:3])([CH3:4])[O:5][C:6](=[O:7])[CH2:8][O:9][N:10]=[C:11]([C:12](=[O:13])[OH:14])[c:15]1[n:16][c:17]([NH2:20])[s:18][cH:19]1.[C:29](=[O:30])([O-:31])[O-:32].[CH3:41][CH2:42][O:43][C:44](=[O:45])[CH3:46].[ClH:28].[K+:33].[K+:34].[N:21]([O:22][C:23]([CH3:24])([CH3:25])[CH3:26])=[O:27].[O:35]1[CH2:36][CH2:37][CH2:38][CH2:39]1.[OH2:40]>>[C:1]([CH3:2])([CH3:3])([CH3:4])[O:5][C:6](=[O:7])[CH2:8][O:9][N:10]=[C:11]([C:12](=[O:13])[OH:14])[c:15]1[n:16][cH:17][s:18][cH:19]1. Yields the product ClC=1C(=NC(=NC1OCC1=NC=CC=C1)N)C=1OC=CC1 (5-Chloro-4-furan-2-yl-6-(pyridin-2-ylmethoxy)-pyrimidin-2-yl-amine). Starting materials: ClC=1C(=NC(=NC1S(=O)C)N)C=1OC=CC1 (5-chloro-4-furan-2-yl-6-methanesulfinyl-pyrimidin-2-yl-amine), M{37Cl} H+, M{35Cl} H+, OCC1=NC=CC=C1 (2-(hydroxymethyl)pyridine), C1CCC2=NCCCN2CC1 (DBU). As a reaction SMILES: [Cl:1][C:2]1[C:3]([C:12]2[O:13][CH:14]=[CH:15][CH:16]=2)=[N:4][C:5]([NH2:11])=[N:6][C:7]=1S(C)=O.[OH:17][CH2:18][C:19]1[CH:24]=[CH:23][CH:22]=[CH:21][N:20]=1.C1CCN2C(=NCCC2)CC1>COCCOC>[Cl:1][C:2]1[C:3]([C:12]2[O:13][CH:14]=[CH:15][CH:16]=2)=[N:4][C:5]([NH2:11])=[N:6][C:7]=1[O:17][CH2:18][C:19]1[CH:24]=[CH:23][CH:22]=[CH:21][N:20]=1. Reported procedure: From 5-chloro-4-furan-2-yl-6-methanesulfinyl-pyrimidin-2-yl-amine, 2-(hydroxymethyl)pyridine and DBU in DME. ES-MS m/e (%): 305 (M{37Cl}+H+, 45), 303 (M{35Cl}+H+, 100). Solvent: COCCOC (DME).